From a dataset of the Open Reaction Database (ORD), a public repository of structured organic reaction records. describe an organic reaction: reactants, conditions, products, and yield Starting materials: Cl.C(C)OC([C@@H](N)CC1=CC=CC=C1)=O ((S)-phenylalanine ethyl ester hydrochloride), C(C)(C)(C)OC(=O)N(CC(=O)O)C1=CC=CC=C1 (tert-butyloxycarbonylphenylglycine), C(C)(C)N(CC)C(C)C (diisopropylethylamine), N1(N=NC2=C1C=CC=C2)OC(=[N+](C)C)N(C)C (O-benzotriazol-1-yl-N,N,N′,N′-tetramethyluronium). The solvent is CN(C=O)C (N,N-dimethylformamide), C(C)(=O)OCC (ethyl acetate). Run at time 8 hour. The product is C(C)OC([C@H](CC1=CC=CC=C1)NC(C(C1=CC=CC=C1)NC(=O)OC(C)(C)C)=O)=O (2-(S)-(2-tert-butoxycarbonylamino-2-phenyl-acetylamino)-3-phenyl-propionic acid ethyl ester). RXN SMILES: Cl.[CH2:2]([O:4][C:5](=[O:15])[C@H:6]([CH2:8][C:9]1[CH:14]=[CH:13][CH:12]=[CH:11][CH:10]=1)[NH2:7])[CH3:3].[C:16]([O:20][C:21]([N:23](C1C=CC=CC=1)[CH2:24][C:25](O)=[O:26])=[O:22])([CH3:19])([CH3:18])[CH3:17].C(N(C(C)C)CC)(C)C.N1(OC(N(C)C)=[N+](C)C)[C:47]2[CH:48]=[CH:49][CH:50]=[CH:51][C:46]=2N=N1>CN(C)C=O.C(OCC)(=O)C>[CH2:2]([O:4][C:5](=[O:15])[C@@H:6]([NH:7][C:25](=[O:26])[CH:24]([NH:23][C:21]([O:20][C:16]([CH3:18])([CH3:17])[CH3:19])=[O:22])[C:46]1[CH:47]=[CH:48][CH:49]=[CH:50][CH:51]=1)[CH2:8][C:9]1[CH:14]=[CH:13][CH:12]=[CH:11][CH:10]=1)[CH3:3] |f:0.1|. Procedure: To a solution of (S)-phenylalanine ethyl ester hydrochloride (5.09 g, 22.2 mmol) and tert-butyloxycarbonylphenylglycine (5.06 g, 20.1 mmol) in N,N-dimethylformamide (100 mL) was added diisopropylethylamine (4.2 mL, 24.1 mmol) and O-benzotriazol-1-yl-N,N,N′,N′-tetramethyluronium hexaflurorophosphate (9.16 g, 24.2 mmol) and the mixture stirred at ambient temperature overnight. The reaction mixture was poured into ethyl acetate (750 mL), washed with 1:1 1M aqueous hydrochloric acid/brine (2×75 mL),... The reactants are C(C1=CC=CC=C1)OC(=O)NC[C@@H]1CC[C@H](CC1)C(=O)O (trans-4-(N-benzyloxycarbonyl-aminomethyl)cyclohexanecarboxylic acid), [H-].[Na+] (sodium hydride), CI (methyl iodide). The solvent is CN(C=O)C (dimethylformamide), CN(C=O)C (dimethylformamide). Reaction conditions: time 30 minute. Product: C(C1=CC=CC=C1)OC(=O)N(C)C[C@@H]1CC[C@H](CC1)C(=O)O (trans-4-(N-benzyloxycarbonyl-N-methyl-aminomethyl)cyclohexanecarboxylic acid). Yield: 63.6%. RXN SMILES: [CH2:1]([O:8][C:9]([NH:11][CH2:12][C@H:13]1[CH2:18][CH2:17][C@H:16]([C:19]([OH:21])=[O:20])[CH2:15][CH2:14]1)=[O:10])[C:2]1[CH:7]=[CH:6][CH:5]=[CH:4][CH:3]=1.[H-].[Na+].[CH3:24]I>CN(C)C=O>[CH2:1]([O:8][C:9]([N:11]([CH2:12][C@H:13]1[CH2:18][CH2:17][C@H:16]([C:19]([OH:21])=[O:20])[CH2:15][CH2:14]1)[CH3:24])=[O:10])[C:2]1[CH:3]=[CH:4][CH:5]=[CH:6][CH:7]=1 |f:1.2|. Reported procedure: A solutionoof 20.3 g (0.07 mol) of trans-4-(N-benzyloxycarbonyl-aminomethyl)cyclohexanecarboxylic acid in 380 ml of dimethylformamide is treated at 15°-20° under argon with 0.21 mol of sodium hydride (9.35 g of a 55% dispersion in mineral oil) and thereupon stirred at room temperature for a further 30 minutes. A solution of 17.5 ml (0.28 mol) of methyl iodide in 20 ml of dimethylformamide is added thereto at 25°-30° within 20 minutes and the mixture is stirred at 70° for a further 1 hour. After ... Run at time 30 minute. Reported procedure: To a solution of 1-(4-(2-aminopyridin-4-ylthio)naphthalen-1-yl)-3-(3-tert-butyl-1-p-tolyl-1H-pyrazol-5-yl)urea (44 mg, 0.084 mmol) and DIPEA (52 μL, 0.30 mmol) in DCM (2.0 mL) was added a solution of 2-methoxyacetyl chloride (19 μL, 0.21 mmol) in DCM (0.5 mL) over 5 min. The reaction mixture was kept at RT for 30 min and a solution of NH3 (1% in MeOH, 1.0 mL) was added. The mixture was evaporated in vacuo and the residue was purified by flash column chromatography (SiO2, 12 g, EtOAc in isohexane... The product is C(C)(C)(C)C1=NN(C(=C1)NC(NC1=CC=C(C2=CC=CC=C12)SC1=CC(=NC=C1)NC(COC)=O)=O)C1=CC=C(C=C1)C (N-(4-(4-(3-(3-tert-Butyl-1-p-tolyl-1H-pyrazol-5-yl)ureido)naphthalen-1-yl thio)pyridin-2-yl)-2-methoxyacetamide). Run in C(Cl)Cl (DCM), C(Cl)Cl (DCM). Starting materials: N (NH3), NC1=NC=CC(=C1)SC1=CC=C(C2=CC=CC=C12)NC(=O)NC1=CC(=NN1C1=CC=C(C=C1)C)C(C)(C)C (1-(4-(2-aminopyridin-4-ylthio)naphthalen-1-yl)-3-(3-tert-butyl-1-p-tolyl-1H-pyrazol-5-yl)urea), CCN(C(C)C)C(C)C (DIPEA), COCC(=O)Cl (2-methoxyacetyl chloride). RXN SMILES: [NH2:1][C:2]1[CH:7]=[C:6]([S:8][C:9]2[C:18]3[C:13](=[CH:14][CH:15]=[CH:16][CH:17]=3)[C:12]([NH:19][C:20]([NH:22][C:23]3[N:27]([C:28]4[CH:33]=[CH:32][C:31]([CH3:34])=[CH:30][CH:29]=4)[N:26]=[C:25]([C:35]([CH3:38])([CH3:37])[CH3:36])[CH:24]=3)=[O:21])=[CH:11][CH:10]=2)[CH:5]=[CH:4][N:3]=1.CCN(C(C)C)C(C)C.[CH3:48][O:49][CH2:50][C:51](Cl)=[O:52].N>C(Cl)Cl>[C:35]([C:25]1[CH:24]=[C:23]([NH:22][C:20](=[O:21])[NH:19][C:12]2[C:13]3[C:18](=[CH:17][CH:16]=[CH:15][CH:14]=3)[C:9]([S:8][C:6]3[CH:5]=[CH:4][N:3]=[C:2]([NH:1][C:51](=[O:52])[CH2:50][O:49][CH3:48])[CH:7]=3)=[CH:10][CH:11]=2)[N:27]([C:28]2[CH:29]=[CH:30][C:31]([CH3:34])=[CH:32][CH:33]=2)[N:26]=1)([CH3:38])([CH3:37])[CH3:36]. Reactants: O=C(O)C(F)(F)F, [Na+], O=C([O-])O, CN(C)C=O, NC1CCN(c2ccncn2)CC1, O=C(O)c1nc2ccccc2[nH]1. The product is O=C(NC1CCN(c2ccncn2)CC1)c1nc2ccccc2[nH]1. As a reaction SMILES: [F:13][C:14]([F:15])([F:16])[C:17]([OH:18])=[O:19].[Na+:37].[O-:33][C:34]([OH:35])=[O:36].[O:38]=[CH:39][N:40]([CH3:41])[CH3:42].[n:20]1[cH:21][n:22][c:23]([N:26]2[CH2:27][CH2:28][CH:29]([NH2:32])[CH2:30][CH2:31]2)[cH:24][cH:25]1.[nH:1]1[c:2]([C:10](=[O:11])[OH:12])[n:3][c:4]2[c:5]1[cH:6][cH:7][cH:8][cH:9]2>>[nH:1]1[c:2]([C:10](=[O:12])[NH:32][CH:29]2[CH2:28][CH2:27][N:26]([c:23]3[n:22][cH:21][n:20][cH:25][cH:24]3)[CH2:31][CH2:30]2)[n:3][c:4]2[c:5]1[cH:6][cH:7][cH:8][cH:9]2. The reactants are NC1CCN(Cc2ccccc2)C1, CCOC(C)=O, COC(=O)c1ccc(Cl)nc1, [K+], [K+], O=C([O-])[O-], CN(C)C=O, O. The product is COC(=O)c1ccc(NC2CCN(Cc3ccccc3)C2)nc1. RXN SMILES: [CH2:12]([c:13]1[cH:14][cH:15][cH:16][cH:17][cH:18]1)[N:19]1[CH2:20][CH:21]([NH2:24])[CH2:22][CH2:23]1.[CH3:31][CH2:32][O:33][C:34]([CH3:35])=[O:36].[Cl:1][c:2]1[n:3][cH:4][c:5]([C:6](=[O:7])[O:8][CH3:9])[cH:10][cH:11]1.[K+:25].[K+:26].[O-:27][C:28]([O-:29])=[O:30].[O:37]=[CH:38][N:39]([CH3:40])[CH3:41].[OH2:42]>>[c:2]1([NH:24][CH:21]2[CH2:20][N:19]([CH2:12][c:13]3[cH:14][cH:15][cH:16][cH:17][cH:18]3)[CH2:23][CH2:22]2)[n:3][cH:4][c:5]([C:6](=[O:7])[O:8][CH3:9])[cH:10][cH:11]1.